Dataset: the Open Reaction Database (ORD), a public repository of structured organic reaction records. Task: describe an organic reaction: reactants, conditions, products, and yield Starting materials: CC(C)([O-])C.[K+] (Potassium tert-butoxide), N1(C=NC=C1)CC(=O)C=1SC=CN1 (thiazol-2-yl imidazol-1-ylmethyl ketone), [Br-].COC(=O)C=1C=C(C[P+](C2=CC=CC=C2)(C2=CC=CC=C2)C2=CC=CC=C2)C=C(C1)C1=CC=CC=C1 (3-methoxycarbonyl-5-phenylbenzyl triphenyl phosphonium bromide), C1COCCOCCOCCOCCOCCO1 (18-crown-6), [Cl-].[NH4+] (ammonium chloride). Run in ClCCl (dichloromethane). Run at time 8 hour. The product is S1C(=NC=C1)C(=CC=1C=C(C(=O)OC)C=C(C1)C1=CC=CC=C1)CN1C=NC=C1 (methyl 3-[2-(thiazol-2-yl)-3-(imidazol-1-yl)prop-1-en-1-yl]-5-phenylbenzoate). Yield: 39.0%. RXN SMILES: CC(C)([O-])C.[K+].[N:7]1([CH2:12][C:13]([C:15]2[S:16][CH:17]=[CH:18][N:19]=2)=O)[CH:11]=[CH:10][N:9]=[CH:8]1.[Br-].[CH3:21][O:22][C:23]([C:25]1[CH:26]=[C:27]([CH:48]=[C:49]([C:51]2[CH:56]=[CH:55][CH:54]=[CH:53][CH:52]=2)[CH:50]=1)[CH2:28][P+](C1C=CC=CC=1)(C1C=CC=CC=1)C1C=CC=CC=1)=[O:24].C1OCCOCCOCCOCCOCCOC1.[Cl-].[NH4+]>ClCCl>[S:16]1[CH:17]=[CH:18][N:19]=[C:15]1[C:13]([CH2:12][N:7]1[CH:11]=[CH:10][N:9]=[CH:8]1)=[CH:28][C:27]1[CH:26]=[C:25]([CH:50]=[C:49]([C:51]2[CH:56]=[CH:55][CH:54]=[CH:53][CH:52]=2)[CH:48]=1)[C:23]([O:22][CH3:21])=[O:24] |f:0.1,3.4,6.7|. Reported procedure: Potassium tert-butoxide (1.05 g; 9.39 mmnol) was added to mixture of thiazol-2-yl imidazol-1-ylmethyl ketone (1.20 g; 6.25 mmol), 3-methoxycarbonyl-5-phenylbenzyl triphenyl phosphonium bromide (5.3 g; 9.39 mmol) and 18-crown-6 (0.08 g; 0.24 mmol) in dichloromethane (20 ml), at −60° C. under an argon atmosphere. After stirring overnight, at room temperature, the resulting mixture was treated with a saturated aqueous solution of ammonium chloride purified by flash chromatography eluting with dichl...